From a dataset of the Open Reaction Database (ORD), a public repository of structured organic reaction records. describe an organic reaction: reactants, conditions, products, and yield Reactants: O1CCN(CC1)C=1SC=C(N1)C=O (2-morpholinothiazole-4-carbaldehyde), [Cl-].[NH4+] (ammonium chloride), N (ammonia), S1C(=S)N(C(=O)C1)CC(=O)O (rhodanine-3-acetic acid), 1g. Solvent: C(C)O (ethanol). Product: O1CCN(CC1)C=1SC=C(N1)C=C1C(N(C(S1)=S)CC(=O)O)=O (5(2-Morpholinothiazol-4-ylmethylene)rhodanine-3-acetic acid). Reaction SMILES: [O:1]1[CH2:6][CH2:5][N:4]([C:7]2[S:8][CH:9]=[C:10]([CH:12]=O)[N:11]=2)[CH2:3][CH2:2]1.[S:14]1[CH2:20][C:18](=[O:19])[N:17]([CH2:21][C:22]([OH:24])=[O:23])[C:15]1=[S:16].[Cl-].[NH4+].N>C(O)C>[O:1]1[CH2:2][CH2:3][N:4]([C:7]2[S:8][CH:9]=[C:10]([CH:12]=[C:20]3[S:14][C:15](=[S:16])[N:17]([CH2:21][C:22]([OH:24])=[O:23])[C:18]3=[O:19])[N:11]=2)[CH2:5][CH2:6]1 |f:2.3|. Procedure details: The reaction described in Example 1 was repeated, but using 1.65 g of 2-morpholinothiazole-4-carbaldehyde, 1.3 g of rhodanine-3-acetic acid, 1g of ammonium chloride, 1 ml of 28% v/v aqueous ammonia and 35 ml of ethanol, giving the title compound as yellow needles. Reactants: C(C)OC(\C=C/C=C(C1=C(C=CC=C1)F)C1=C(C=CC=C1)F)=O ((Z)-5,5-bis(2-fluorophenyl)-2,4-pentadienoic acid ethyl ester), [OH-].[Na+] (sodium hydroxide). The solvent is CO (methanol). Yields the product FC1=C(C=CC=C1)C(=C\C=C/C(=O)O)C1=C(C=CC=C1)F ((Z)-5,5-bis(2-fluorophenyl)-2,4-pentadienoic acid). The yield is 96.1%. As a reaction SMILES: C([O:3][C:4](=[O:23])/[CH:5]=[CH:6]\[CH:7]=[C:8]([C:16]1[CH:21]=[CH:20][CH:19]=[CH:18][C:17]=1[F:22])[C:9]1[CH:14]=[CH:13][CH:12]=[CH:11][C:10]=1[F:15])C.[OH-].[Na+]>CO>[F:15][C:10]1[CH:11]=[CH:12][CH:13]=[CH:14][C:9]=1[C:8]([C:16]1[CH:21]=[CH:20][CH:19]=[CH:18][C:17]=1[F:22])=[CH:7]/[CH:6]=[CH:5]\[C:4]([OH:23])=[O:3] |f:1.2|. Procedure: Hydrolysis of (Z)-5,5-bis(2-fluorophenyl)-2,4-pentadienoic acid ethyl ester (0.4 g) in methanol (5 mL) was carried out as before using 4N sodium hydroxide (0.6 mL). After acidification, the product was extracted into dichloromethane (2×30 mL). The combined dried extracts were evaporated and the residue crystallized from ether-hexane to yield 0.35 g of (Z)-5,5-bis(2-fluorophenyl)-2,4-pentadienoic acid mp 147°-148° C. Anal. Calculated for C17H12F2O2 : C, 71.32; H. 4.22; F, 13.27 Found: C, 71.36; H... Starting materials: CN(CC#C)C (N,N-dimethylprop-2-yn-1-amine), ClC1=NN=C(C2=CC=CC=C12)Cl (1,4-dichlorophthalazine), TEA. The reagents and catalysts are Cl[Pd]([P](C1=CC=CC=C1)(C2=CC=CC=C2)C3=CC=CC=C3)([P](C4=CC=CC=C4)(C5=CC=CC=C5)C6=CC=CC=C6)Cl (dichlorobis(triphenyl-phosphine)palladium(II)), [Cu]I (copper(I) iodide). Solvent: C(C)#N (ACN). Reaction conditions: temperature 90 celsius, time 8 hour. Product: ClC1=NN=C(C2=CC=CC=C12)C#CCN(C)C (3-(4-chlorophthalazin-1-yl)-N,N-dimethylprop-2-yn-1-amine). As a reaction SMILES: [CH3:1][N:2]([CH3:6])[CH2:3][C:4]#[CH:5].[Cl:7][C:8]1[C:17]2[C:12](=[CH:13][CH:14]=[CH:15][CH:16]=2)[C:11](Cl)=[N:10][N:9]=1>Cl[Pd](Cl)([P](C1C=CC=CC=1)(C1C=CC=CC=1)C1C=CC=CC=1)[P](C1C=CC=CC=1)(C1C=CC=CC=1)C1C=CC=CC=1.[Cu]I.C(#N)C>[Cl:7][C:8]1[C:17]2[C:12](=[CH:13][CH:14]=[CH:15][CH:16]=2)[C:11]([C:5]#[C:4][CH2:3][N:2]([CH3:6])[CH3:1])=[N:10][N:9]=1 |^1:21,40|. Procedure: A resealable pressure bottle was charged with dichlorobis(triphenyl-phosphine)palladium(II) (106 mg, 0.15 mmol), N,N-dimethylprop-2-yn-1-amine (0.13 ml, 1.5 mmol), 1,4-dichlorophthalazine (300mg, 1.5 mmol), copper(I) iodide (29 mg, 0.15 mmol), TEA (4.2 mL, 30.1 mmol), and ACN (15.0 mL, 0.1M). The vessel was sealed and the mixture was stirred at overnight at 90° C. Next day the reaction was cooled to RT, filtered over celite, and the filtrate was concentrated under reduced pressure to afford a br...